This data is from the Open Reaction Database (ORD), a public repository of structured organic reaction records. The task is: describe an organic reaction: reactants, conditions, products, and yield Reaction SMILES: [Br-:29].[CH2:1]([CH3:2])[CH:3]([CH2:4][CH3:5])[c:6]1[c:7]2[n:8]([n:9][c:10]([CH3:12])[cH:11]1)[c:13](-[c:17]1[c:18]([CH3:28])[n:19][c:20]3[n:21]1[cH:22][cH:23][cH:24][c:25]3[CH:26]=[O:27])[c:14]([CH3:16])[n:15]2.[CH2:32]1[O:33][CH2:34][CH2:35][CH2:36]1.[CH3:30][Mg+:31]>>[CH2:1]([CH3:2])[CH:3]([CH2:4][CH3:5])[c:6]1[c:7]2[n:8]([n:9][c:10]([CH3:12])[cH:11]1)[c:13](-[c:17]1[c:18]([CH3:28])[n:19][c:20]3[n:21]1[cH:22][cH:23][cH:24][c:25]3[CH:26]([OH:27])[CH3:30])[c:14]([CH3:16])[n:15]2. Reactants: [Br-], CCC(CC)c1cc(C)nn2c(-c3c(C)nc4c(C=O)cccn34)c(C)nc12, C1CCOC1, C[Mg+]. Yields the product CCC(CC)c1cc(C)nn2c(-c3c(C)nc4c(C(C)O)cccn34)c(C)nc12. Starting materials: C1(=CC=CC=C1)N1CNC(C12CCN(CC2)C[C@@H]2[C@@H](C1=CC=C(C=C1CC2)OC)O)=O (1-Phenyl-8-[(cis-1,2,3,4-tetrahydro-1-hydroxy-6-methoxy-2-naphthalenyl)methyl]-1,3,8-triazaspiro[4.5]-decan-4-one), Cl (hydrogen chloride). The solvent is CCOCC (ether). Run at time 1 hour. Product: Cl.C1(=CC=CC=C1)N1CNC(C12CCN(CC2)C[C@@H]2[C@@H](C1=CC=C(C=C1CC2)OC)O)=O (1-Phenyl-8-[(cis-1,2,3,4-tetrahydro-1-hydroxy-6-methoxy-2-naphthalenyl)methyl]-1,3,8-triazaspiro[4.5]decan-4-one, hydrochloride). As a reaction SMILES: [C:1]1([N:7]2[C:11]3([CH2:16][CH2:15][N:14]([CH2:17][C@H:18]4[CH2:27][CH2:26][C:25]5[C:20](=[CH:21][CH:22]=[C:23]([O:28][CH3:29])[CH:24]=5)[C@H:19]4[OH:30])[CH2:13][CH2:12]3)[C:10](=[O:31])[NH:9][CH2:8]2)[CH:6]=[CH:5][CH:4]=[CH:3][CH:2]=1.[ClH:32]>CCOCC>[ClH:32].[C:1]1([N:7]2[C:11]3([CH2:16][CH2:15][N:14]([CH2:17][C@H:18]4[CH2:27][CH2:26][C:25]5[C:20](=[CH:21][CH:22]=[C:23]([O:28][CH3:29])[CH:24]=5)[C@H:19]4[OH:30])[CH2:13][CH2:12]3)[C:10](=[O:31])[NH:9][CH2:8]2)[CH:6]=[CH:5][CH:4]=[CH:3][CH:2]=1 |f:3.4|. Reported procedure: 1-Phenyl-8-[(cis-1,2,3,4-tetrahydro-1-hydroxy-6-methoxy-2-naphthalenyl)methyl]-1,3,8-triazaspiro[4.5]-decan-4-one (2.5 g) is suspended in 100 ml of anhydrous ether and treated with one equivalent of etheral hydrogen chloride. The resulting mixture is stirred at room temperature for one hour and then cooled. The precipitate is collected and washed with additional ether to yield 2.1 g of the title compound, melting point 243°-244° C. The reactants are C(=O)O (formic acid), FC1=CC=C(C(=O)N)C=C1 (4-fluorobenzamide), P(Cl)(Cl)(Cl)(Cl)Cl (phosphorus pentachloride), Cl (HCl). Run in C(Cl)(Cl)(Cl)Cl (carbon tetrachloride). Conditions: time 60 minute. Product: ClP(=O)(NC(C1=CC=C(C=C1)F)=O)Cl (N-[Dichlorophosphinyl]-4-fluorobenzamide). Reaction SMILES: [F:1][C:2]1[CH:10]=[CH:9][C:5]([C:6]([NH2:8])=[O:7])=[CH:4][CH:3]=1.[P:11]([Cl:16])(Cl)(Cl)(Cl)[Cl:12].Cl.C(O)=[O:19]>C(Cl)(Cl)(Cl)Cl>[Cl:12][P:11]([Cl:16])([NH:8][C:6](=[O:7])[C:5]1[CH:9]=[CH:10][C:2]([F:1])=[CH:3][CH:4]=1)=[O:19]. Procedure: A mixture of 19.5 g (0.14 mole) of 4-fluorobenzamide, 29.2 g (0.14 mole) of phosphorus pentachloride and 175 ml of carbon tetrachloride was heated at 60°-70° for 30 min. or until the HCl gas evolution had nearly stopped. The reaction was cooled to 25°-30° and 6.7 g (0.14 mole) of 97% formic acid was added dropwise. Stirring was continued for another 60 min. before the precipitate was collected by filtration, washed with AR carbon tetrachloride and air-dried to give 20.4 g, m.p. softens 109°, mel... Reactants: COC(=O)c1c(Cc2ccc(S(=O)(=O)N3CCN(C(=O)OC(C)(C)C)CC3)cc2)c(=O)c2ccc(Cl)cc2n1-c1ccccc1, ClCCl, O=C(O)C(F)(F)F. Product: COC(=O)c1c(Cc2ccc(S(=O)(=O)N3CCNCC3)cc2)c(=O)c2ccc(Cl)cc2n1-c1ccccc1, O=C(O)C(F)(F)F. As a reaction SMILES: [CH3:8][O:9][C:10](=[O:11])[c:12]1[n:13](-[c:47]2[cH:48][cH:49][cH:50][cH:51][cH:52]2)[c:14]2[cH:15][c:16]([Cl:46])[cH:17][cH:18][c:19]2[c:20](=[O:45])[c:21]1[CH2:22][c:23]1[cH:24][cH:25][c:26]([S:29](=[O:30])(=[O:31])[N:32]2[CH2:33][CH2:34][N:35]([C:38]([O:39][C:40]([CH3:41])([CH3:42])[CH3:43])=[O:44])[CH2:36][CH2:37]2)[cH:27][cH:28]1.[Cl:53][CH2:54][Cl:55].[F:1][C:2]([C:3](=[O:4])[OH:5])([F:6])[F:7]>>[CH3:8][O:9][C:10](=[O:11])[c:12]1[n:13](-[c:47]2[cH:48][cH:49][cH:50][cH:51][cH:52]2)[c:14]2[cH:15][c:16]([Cl:46])[cH:17][cH:18][c:19]2[c:20](=[O:45])[c:21]1[CH2:22][c:23]1[cH:24][cH:25][c:26]([S:29](=[O:30])(=[O:31])[N:32]2[CH2:33][CH2:34][NH:35][CH2:36][CH2:37]2)[cH:27][cH:28]1.[F:1][C:2]([C:3](=[O:4])[OH:5])([F:6])[F:7]. Reactants: C(C)(C)(C)OC(=O)NCC1=CC(=CC=C1)CNS(=O)(=O)C1=C2C=CN=CC2=CC=C1 (N-(tert-butoxycarbonyl)-N′-[(5-isoquinolyl)sulfonyl]-1,3-xylylenediamine), Cl (hydrogen chloride). The solvent is CO (methanol). The product is C1=NC=CC2=C(C=CC=C12)S(=O)(=O)NCC1=CC(=CC=C1)CN (N-[(5-isoquinolyl)sulfonyl]-1,3-xylylenediamine). Isolated yield 81.0%. As a reaction SMILES: C(OC([NH:8][CH2:9][C:10]1[CH:15]=[CH:14][CH:13]=[C:12]([CH2:16][NH:17][S:18]([C:21]2[CH:30]=[CH:29][CH:28]=[C:27]3[C:22]=2[CH:23]=[CH:24][N:25]=[CH:26]3)(=[O:20])=[O:19])[CH:11]=1)=O)(C)(C)C.Cl>CO>[CH:26]1[C:27]2[C:22](=[C:21]([S:18]([NH:17][CH2:16][C:12]3[CH:13]=[CH:14][CH:15]=[C:10]([CH2:9][NH2:8])[CH:11]=3)(=[O:19])=[O:20])[CH:30]=[CH:29][CH:28]=2)[CH:23]=[CH:24][N:25]=1. Procedure: According to Reference Example 5, Step C, a reaction was performed by using Intermediate 63 (5 g) and 10% hydrogen chloride in methanol (20 ml) to obtain the title compound (3.1 g). The reactants are CCOC(=O)CBr, O=C1Nc2ccccc2CCC1(Cl)Cl, [H-], [Na+], C1CCOC1. The product is CCOC(=O)CN1C(=O)C(Cl)(Cl)CCc2ccccc21. As a reaction SMILES: [Br:15][CH2:16][C:17](=[O:18])[O:19][CH2:20][CH3:21].[Cl:1][C:2]1([Cl:14])[C:3](=[O:13])[NH:4][c:5]2[c:6]([cH:9][cH:10][cH:11][cH:12]2)[CH2:7][CH2:8]1.[H-:22].[Na+:23].[O:24]1[CH2:25][CH2:26][CH2:27][CH2:28]1>>[Cl:1][C:2]1([Cl:14])[C:3](=[O:13])[N:4]([CH2:16][C:17](=[O:18])[O:19][CH2:20][CH3:21])[c:5]2[c:6]([cH:9][cH:10][cH:11][cH:12]2)[CH2:7][CH2:8]1. The product is FC(F)(F)c1ccc(N2CCC(Oc3ccc4c(c3)CCC4NC3CCNCC3)CC2)cc1. RXN SMILES: [ClH:41].[F:1][C:2]([c:3]1[cH:4][cH:5][c:6]([N:9]2[CH2:10][CH2:11][CH:12]([O:15][c:16]3[cH:17][c:18]4[c:22]([cH:23][cH:24]3)[CH:21]([NH:25][CH:26]3[CH2:27][CH2:28][N:29]([C:32]([O:33][C:34]([CH3:35])([CH3:36])[CH3:37])=[O:38])[CH2:30][CH2:31]3)[CH2:20][CH2:19]4)[CH2:13][CH2:14]2)[cH:7][cH:8]1)([F:39])[F:40].[O:42]1[CH2:43][CH2:44][O:45][CH2:46][CH2:47]1>>[F:1][C:2]([c:3]1[cH:4][cH:5][c:6]([N:9]2[CH2:10][CH2:11][CH:12]([O:15][c:16]3[cH:17][c:18]4[c:22]([cH:23][cH:24]3)[CH:21]([NH:25][CH:26]3[CH2:27][CH2:28][NH:29][CH2:30][CH2:31]3)[CH2:20][CH2:19]4)[CH2:13][CH2:14]2)[cH:7][cH:8]1)([F:39])[F:40]. The reactants are Cl, CC(C)(C)OC(=O)N1CCC(NC2CCc3cc(OC4CCN(c5ccc(C(F)(F)F)cc5)CC4)ccc32)CC1, C1COCCO1. The reactants are C(=O)(O)C=1C=CC(=C(C1)S(=O)(=O)Cl)Cl (5-carboxy-2-chlorobenzenesulfonyl chloride), S(=O)([O-])[O-].[Na+].[Na+] (sodium sulfite), [OH-].[Na+] (sodium hydroxide). The solvent is O (water). Reaction conditions: temperature 70 celsius, time 2 hour. Product: ClC1=C(C=C(C(=O)O)C=C1)S(=O)O (4-Chloro-3-hydroxysulfinylbenzoic acid). Reaction SMILES: S([O-])([O-])=O.[Na+].[Na+].[C:7]([C:10]1[CH:11]=[CH:12][C:13]([Cl:20])=[C:14]([S:16](Cl)(=[O:18])=[O:17])[CH:15]=1)([OH:9])=[O:8].[OH-].[Na+]>O>[Cl:20][C:13]1[CH:12]=[CH:11][C:10]([C:7]([OH:9])=[O:8])=[CH:15][C:14]=1[S:16]([OH:18])=[O:17] |f:0.1.2,4.5|. Procedure details: 157.55 g of sodium sulfite (1.25 mol) were dissolved in 725 ml of water and heated to 70° C. At this temperature, 255.08 g of 5-carboxy-2-chlorobenzenesulfonyl chloride were added in portions, the pH (electrode) being kept beween 8 and 10 by continuous addition of 320 ml of half-concentrated sodium hydroxide solution (the reaction is slightly exothermic). After the end of the addition, the mixture was subsequently stirred at 70° C. for 2 hours. As soon as the reaction had ended, 5 g of active ca... Reactants: C(C(C)C)C(=O)C (MIBK), C(C(C)C)C(=O)C (methyl isobutyl ketone), TEA, C(C(=C)C)(=O)O (methacrylic acid), C1(O)=CC=C(O)C=C1 (hydroquinone), OCCN1C(C(OCC1)=O)=O (N-hydroxyethylmorpholine-2,3-dione). The solvent is O (water). Run at temperature 120 celsius, time 2 hour. Yields the product C(C)[NH+](CC)CC (triethylammonium), C(C(=C)C)(=O)OCCN(C(C(=O)O)=O)CCO ((2-methacryloyloxyethyl)2-hydroxyethyoxamic acid). As a reaction SMILES: [C:1]([OH:6])(=[O:5])[C:2]([CH3:4])=[CH2:3].C1(C=CC(O)=CC=1)O.C(C(C)=O)C(C)C.[OH:22][CH2:23][CH2:24][N:25]1[CH2:30][CH2:29][O:28][C:27](=[O:31])[C:26]1=[O:32]>O>[CH2:24]([NH+:25]([CH2:30][CH3:29])[CH2:26][CH3:27])[CH3:23].[C:1]([O:6][CH2:29][CH2:30][N:25]([CH2:24][CH2:23][OH:22])[C:26](=[O:32])[C:27]([OH:31])=[O:28])(=[O:5])[C:2]([CH3:4])=[CH2:3]. Reported procedure: Next, in a flask equipped with a stirrer, a thermometer, a decanter, a nitrogen gas-inlet tube, and a reflux condenser were placed 50 g (0.58 moles) of methacrylic acid, 0.1 g (0.1% by weight) of hydroquinone, and 200 ml of methyl isobutyl ketone (hereinafter, referred to as MIBK) and to this mixture was added 54 g (0.58 moles) of N-hydroxyethylmorpholine-2,3-dione, which was prepared in a way as above. Then, the mixture was warmed at 120° C. and the reaction continued for 2 hours by removing wa... Reactants: C1CCN2C1=CC=1C=CC=NC21 (2,3-dihydro-1H-3a,4-diaza-cyclopenta[a]indene), P(=O)(Cl)(Cl)Cl (Phosphorus oxychloride), [OH-].[Na+] (sodium hydroxide), CC1=CC=C(C=C1)COC(=O)NNC(=O)C2=NC=CN=C2 (pH10). Solvent: CN(C=O)C (N,N-dimethylformamide), CN(C=O)C (N,N-dimethylformamide). Reaction conditions: temperature 40 celsius, time 45 minute. Product: C1CCN2C1=C(C=1C=CC=NC21)C=O (2,3-dihydro-1H-3a,4-diaza-cyclopenta[a]indene-8-carbaldehyde). Isolated yield 46.0%. Reaction SMILES: P(Cl)(Cl)(Cl)=O.[CH2:6]1[C:10]2=[CH:11][C:12]3[CH:13]=[CH:14][CH:15]=[N:16][C:17]=3[N:9]2[CH2:8][CH2:7]1.[OH-].[Na+].CC1C=CC([CH2:27][O:28]C(NNC(C2C=NC=CN=2)=O)=O)=CC=1>CN(C)C=O>[CH2:6]1[C:10]2=[C:11]([CH:27]=[O:28])[C:12]3[CH:13]=[CH:14][CH:15]=[N:16][C:17]=3[N:9]2[CH2:8][CH2:7]1 |f:2.3|. Reported procedure: Phosphorus oxychloride (3.85 ml) was added dropwise to N,N-dimethylformamide (25 ml) cooled in an ice-bath. The mixture was stirred 10 min before the addition of 2,3-dihydro-1H-3a,4-diaza-cyclopenta[a]indene (4.40 g) in N,N-dimethylformamide (7 ml). The mixture was stirred 45 min at 40° C., cooled to room temperature and concentrated aqueous sodium hydroxide added dropwise to pH10. The mixture was heated at 50° C. 10 min, cooled to room temperature and poured onto crushed ice. The organics were ...